From a dataset of the Open Reaction Database (ORD), a public repository of structured organic reaction records. describe an organic reaction: reactants, conditions, products, and yield The reactants are COCCOC.CCO (DME EtOH), C(C1=CC=CC=C1)C=1C=C(C=CC1)N1[C@H](CNCC1)C(C)C (4-(3′-Benzylphenyl)-3-(S)-isopropyl-piperazine), BrC1=C(C=CC=C1)C(C)C (1-Bromo-2-isopropyl-benzene), CC(C)(C)[O-].[Na+] (NaOt-Bu). The reagents and catalysts are C1(=CC=CC=C1)P(C1=C(C=CC=C1)C1=C(C=CC=C1)N(C)C)C1=CC=CC=C1 (2-Diphenylphosphino-2′-dimethylamino-biphenyl). Run in C1(=CC=CC=C1)C (toluene), CCOCC (ether). Reaction conditions: temperature 80 celsius. The product is C(C1=CC=CC=C1)C=1C=C(C=CC1)N1[C@H](CN(CC1)C1=C(C=CC=C1)C(C)C)C(C)C (1-(3-Benzyl-phenyl)-2-(S)-isopropyl-4-(2-isopropyl-phenyl)-piperazine). Isolated yield 60.5%. As a reaction SMILES: [CH2:1]([C:8]1[CH:9]=[C:10]([N:14]2[CH2:19][CH2:18][NH:17][CH2:16][C@@H:15]2[CH:20]([CH3:22])[CH3:21])[CH:11]=[CH:12][CH:13]=1)[C:2]1[CH:7]=[CH:6][CH:5]=[CH:4][CH:3]=1.Br[C:24]1[CH:29]=[CH:28][CH:27]=[CH:26][C:25]=1[CH:30]([CH3:32])[CH3:31].CC([O-])(C)C.[Na+].COCCOC.CCO>C1(C)C=CC=CC=1.CCOCC.C1(P(C2C=CC=CC=2)C2C=CC=CC=2C2C=CC=CC=2N(C)C)C=CC=CC=1>[CH2:1]([C:8]1[CH:9]=[C:10]([N:14]2[CH2:19][CH2:18][N:17]([C:24]3[CH:29]=[CH:28][CH:27]=[CH:26][C:25]=3[CH:30]([CH3:32])[CH3:31])[CH2:16][C@@H:15]2[CH:20]([CH3:22])[CH3:21])[CH:11]=[CH:12][CH:13]=1)[C:2]1[CH:3]=[CH:4][CH:5]=[CH:6][CH:7]=1 |f:2.3,4.5|. Procedure details: 110.7 mg (0.38 mmol) 4-(3′-Benzylphenyl)-3-(S)-isopropyl-piperazine (88a), 123.5 mg (0.62 mmol, 1.65 eq.) 1-Bromo-2-isopropyl-benzene 11.7 mg (12.7 μmol, 0.034 eq.) Pd2(dba)3, 7.4 mg (19.3 μmol, 0.05 eq.) 2-Diphenylphosphino-2′-dimethylamino-biphenyl and 87.3 mg (0.91 mmol, 2.42 eq.) NaOt-Bu were dissolved in 5 ml dry toluene. The resulting mixture was heated under N2 at 80° C. for 15.5 h. After cooling to room temperature the mixture was diluted with ether and washed with brine. The comb. org. ... Reactants: C(CCCCCCC)NC1=CC=C(CO)C=C1 (p-octylaminobenzyl alcohol), C(CCCCCCCCCCC)NC1=CC=C(CO)C=C1 (p-dodecylaminobenzyl alcohol), C(CCCCCCCCCCCCCCCCC)NC1=CC=C(CO)C=C1 (p-octadecylaminobenzyl alcohol), C(CCCCCCCCCC)NC1=CC=C(CO)C=C1 (p-undecylaminobenzyl alcohol), CC(CCCCCCCCCCCCCNC1=CC=C(CO)C=C1)C (p-(14-methylpentadecyl)aminobenzyl alcohol), C(CCCCCCCCCCCCCCCCCC)NC1=CC=C(CO)C=C1 (p-nonadecylaminobenzyl alcohol), C(CCCCCCCCCCCCCCCC)NC1=CC=C(CO)C=C1 (p-heptadecylaminobenzyl alcohol), C(CCCCCCCCCCCCCC)NC1=CC=C(CO)C=C1 (p-pentadecylaminobenzyl alcohol), C(CCCCCCCC)NC1=CC=C(CO)C=C1 (p-nonylaminobenzyl alcohol), C(CCCCCCCCC)NC1=CC=C(CO)C=C1 (p-decylaminobenzyl alcohol), C(CCCCCCCCCCCC)NC1=CC=C(CO)C=C1 (p-tridecylaminobenzyl alcohol). Product: C(CCCCCCCCCCCCCCC)NC1=CC=C(C(=O)O)C=C1 (p-Hexadecylaminobenzoic acid). RXN SMILES: [CH2:1]([NH:9][C:10]1[CH:17]=[CH:16][C:13]([CH2:14][OH:15])=[CH:12][CH:11]=1)[CH2:2][CH2:3][CH2:4][CH2:5][CH2:6][CH2:7][CH3:8].[CH2:18](NC1C=CC(CO)=CC=1)[CH2:19][CH2:20][CH2:21][CH2:22][CH2:23][CH2:24][CH2:25]C.C(NC1C=CC(C[OH:52])=CC=1)CCCCCCCCC.C(NC1C=CC(CO)=CC=1)CCCCCCCCCC.C(NC1C=CC(CO)=CC=1)CCCCCCCCCCC.C(NC1C=CC(CO)=CC=1)CCCCCCCCCCCC.C(NC1C=CC(CO)=CC=1)CCCCCCCCCCCCCC.CC(C)CCCCCCCCCCCCCNC1C=CC(CO)=CC=1.C(NC1C=CC(CO)=CC=1)CCCCCCCCCCCCCCCC.C(NC1C=CC(CO)=CC=1)CCCCCCCCCCCCCCCCC.C(NC1C=CC(CO)=CC=1)CCCCCCCCCCCCCCCCCC>>[CH2:1]([NH:9][C:10]1[CH:11]=[CH:12][C:13]([C:14]([OH:52])=[O:15])=[CH:16][CH:17]=1)[CH2:2][CH2:3][CH2:4][CH2:5][CH2:6][CH2:7][CH2:8][CH2:18][CH2:19][CH2:20][CH2:21][CH2:22][CH2:23][CH2:24][CH3:25]. Procedure: p-Hexadecylaminobenzoic acid (2.0 g.) is dissolved in 20 ml. of dry tetrahydrofuran, and to this is added portionwise at room-temperature 0.5 g. of lithium aluminum hydride. The mixture is stirred at room temperature for 3 hours, and then is quenched with 10% aqueous ammonium chloride solution. The mixture is filtered, and the filtrate is evaporated in vacuo to provide a yellow solid. The residue is extracted several times with methylene chloride and the extracts are evaporated in vacuo to give ... Reactants: C(C)(=O)C=1C=CC=C2C=CNC12 (7-acetylindole), ClN1C(CCC1=O)=O (N-chlorosuccinimide). Solvent: C(Cl)Cl (methylene chloride). Reaction conditions: time 2 hour. The product is C(C)(=O)C=1C=CC=C2CC(NC12)=O (7-acetyloxindole). Yield: 65.0%. Reaction SMILES: [C:1]([C:4]1[CH:5]=[CH:6][CH:7]=[C:8]2[C:12]=1[NH:11][CH:10]=[CH:9]2)(=[O:3])[CH3:2].ClN1C(=[O:19])CCC1=O>C(Cl)Cl>[C:1]([C:4]1[CH:5]=[CH:6][CH:7]=[C:8]2[C:12]=1[NH:11][C:10](=[O:19])[CH2:9]2)(=[O:3])[CH3:2]. Procedure: To a solution of 12.57 g. (79 mmoles) of 7-acetylindole in 187 ml. of methylene chloride was added 11.07 g. (82.9 mmoles) of N-chlorosuccinimide and the reaction allowed to stir at room temperature for 2 hours. The solvent was removed in vacuo and the residue treated with 155 ml. of acetic acid and heated to 80° C. Phosphoric acid (80 ml.) was added and the reaction mixture heated to reflux for 9 hours. The mixture was cooled, the acetic acid removed under vacuum and the residue poured into 500 ... The reactants are CCC(C)(C)[Mg+], COC(=O)C(=O)N1CCC1C(=O)OC, CCCCC, [Cl-], [Cl-], [NH4+], C1CCOC1. The product is CCC(C)(C)C(=O)C(=O)N1CCC1C(=O)OC. Reaction SMILES: [CH3:16][C:17]([CH2:18][CH3:19])([CH3:20])[Mg+:21].[CH3:1][O:2][C:3](=[O:4])[CH:5]1[N:6]([C:9]([C:10]([O:11][CH3:12])=[O:13])=[O:14])[CH2:7][CH2:8]1.[CH3:24][CH2:25][CH2:26][CH2:27][CH3:28].[Cl-:15].[Cl-:22].[NH4+:23].[O:29]1[CH2:30][CH2:31][CH2:32][CH2:33]1>>[CH3:1][O:2][C:3](=[O:4])[CH:5]1[N:6]([C:9]([C:10](=[O:13])[C:17]([CH3:16])([CH2:18][CH3:19])[CH3:20])=[O:14])[CH2:7][CH2:8]1. Starting materials: BrC1=CC(=NC2=CC=C(C=C12)C)N1CCS(C2=C(C1)C=CC=C2)(=O)=O (4-(4-bromo-6-methylquinolin-2-yl)-2,3,4,5-tetrahydro-1,4-benzothiazepine 1,1-dioxide), N[C@H]1CN(C[C@@H]1O)C(=O)OCC1=CC=CC=C1 (benzyl (3S,4S)-3-amino-4-hydroxypyrrolidine-1-carboxylate). Yields the product O=S1(CCN(CC2=C1C=CC=C2)C2=NC1=CC=C(C=C1C(=C2)N[C@H]2[C@@H](CNC2)O)C)=O (trans-4-{[2-(1,1-Dioxido-2,3-dihydro-1,4-benzothiazepin-4(5H)-yl)-6-methylquinolin-4-yl]amino}pyrrolidin-3-ol). As a reaction SMILES: Br[C:2]1[C:11]2[C:6](=[CH:7][CH:8]=[C:9]([CH3:12])[CH:10]=2)[N:5]=[C:4]([N:13]2[CH2:19][C:18]3[CH:20]=[CH:21][CH:22]=[CH:23][C:17]=3[S:16](=[O:25])(=[O:24])[CH2:15][CH2:14]2)[CH:3]=1.[NH2:26][C@@H:27]1[C@@H:31]([OH:32])[CH2:30][N:29](C(OCC2C=CC=CC=2)=O)[CH2:28]1>>[O:24]=[S:16]1(=[O:25])[C:17]2[CH:23]=[CH:22][CH:21]=[CH:20][C:18]=2[CH2:19][N:13]([C:4]2[CH:3]=[C:2]([NH:26][C@@H:27]3[CH2:28][NH:29][CH2:30][C@H:31]3[OH:32])[C:11]3[C:6](=[CH:7][CH:8]=[C:9]([CH3:12])[CH:10]=3)[N:5]=2)[CH2:14][CH2:15]1. Reported procedure: The title compound was prepared in analogy to Example 28-1 in Scheme 8 by using 4-(4-bromo-6-methylquinolin-2-yl)-2,3,4,5-tetrahydro-1,4-benzothiazepine 1,1-dioxide (prepared in analogy to the one in Example 2-1) and benzyl (3S,4S)-3-amino-4-hydroxypyrrolidine-1-carboxylate. MS obsd. (ESI+) [(M+H)+] 439, 1H NMR (400 MHz, CD3OD) δ ppm 8.13-8.10 (d, J=7.6 Hz, 1 H), 8.06 (s, 1 H), 7.95-7.90 (d, J=7.2 Hz, 1 H), 7.78-7.70 (m, 2 H), 7.65-7.58 (m, 2 H), 6.16 (s, 1 H), 5.3 (q, J=1.2 Hz, 2 H), 4.65-4.40 ... Reactants: CC(=O)O, NCCC(=O)O, O=Cc1ccc(N2CCC3(CC2)OCCO3)cc1, O=C1CSC(=S)N1. Product: O=C1NC(=S)SC1=Cc1ccc(N2CCC3(CC2)OCCO3)cc1. As a reaction SMILES: [CH3:32][C:33](=[O:34])[OH:35].[NH2:26][CH2:27][CH2:28][C:29]([OH:30])=[O:31].[O:1]1[CH2:2][CH2:3][O:4][C:5]12[CH2:6][CH2:7][N:8]([c:11]1[cH:12][cH:13][c:14]([CH:15]=[O:16])[cH:17][cH:18]1)[CH2:9][CH2:10]2.[S:19]1[C:20](=[S:21])[NH:22][C:23](=[O:24])[CH2:25]1>>[O:1]1[CH2:2][CH2:3][O:4][C:5]12[CH2:6][CH2:7][N:8]([c:11]1[cH:12][cH:13][c:14]([CH:15]=[C:25]3[S:19][C:20](=[S:21])[NH:22][C:23]3=[O:24])[cH:17][cH:18]1)[CH2:9][CH2:10]2. Starting materials: OS(=O)[O-].[Na+] (NaHSO3), C(C1=CC=CC=C1)OC(=O)NC(C(=O)OC)CC12CCC(CC1)CC2 (methyl 2-(benzyloxycarbonylamino)-3-(bicyclo[2.2.2]octan-1-yl)propanoate), OS(=O)[O-].[Na+] (NaHSO3), [BH4-].[Na+] (NaBH4). Run in CO (MeOH). Run at time 1.5 hour. Yields the product C12(CCC(CC1)CC2)CC(CO)NC(OCC2=CC=CC=C2)=O (benzyl 1-(bicyclo[2.2.2]octan-1-yl)-3-hydroxypropan-2-ylcarbamate). Reaction SMILES: [CH2:1]([O:8][C:9]([NH:11][CH:12]([CH2:17][C:18]12[CH2:25][CH2:24][CH:21]([CH2:22][CH2:23]1)[CH2:20][CH2:19]2)[C:13](OC)=[O:14])=[O:10])[C:2]1[CH:7]=[CH:6][CH:5]=[CH:4][CH:3]=1.[BH4-].[Na+].OS([O-])=O.[Na+]>CO>[C:18]12([CH2:17][CH:12]([NH:11][C:9](=[O:10])[O:8][CH2:1][C:2]3[CH:7]=[CH:6][CH:5]=[CH:4][CH:3]=3)[CH2:13][OH:14])[CH2:19][CH2:20][CH:21]([CH2:22][CH2:23]1)[CH2:24][CH2:25]2 |f:1.2,3.4|. Reported procedure: methyl 2-(benzyloxycarbonylamino)-3-(bicyclo[2.2.2]octan-1-yl)propanoate (720 mg, 2.087 mmol, 1 eq.) was dissolved in 15 mL of MeOH. NaBH4 (631 mg, 16.7 mmol, 8 eq.) was added in portions. The mixture was stirred for 1.5 h. Saturated aq; NaHSO3 (20 mL) was added and the pH of the mixture was adjusted to 7-8 with NaHSO3 (s). The mixture was evaporated and extracted with EtOAc (20 mL×5). The organic phase was combined and evaporated to give benzyl 1-(bicyclo[2.2.2]octan-1-yl)-3-hydroxypropan-2-ylc... Starting materials: FC1=NC=NC(=C1F)OCC#CCC (4,5-difluoro-6-(2-pentynyloxy)pyrimidine), N1CCCC1 (pyrrolidine). The solvent is C1(=CC=CC=C1)C (toluene). Run at time 3 hour. Yields the product FC=1C(=NC=NC1N1CCCC1)OCC#CCC (5-fluoro-4-(2-pentynyloxy)-6-pyrrolidinopyrimidine). Isolated yield 87.4%. Reaction SMILES: F[C:2]1[C:7]([F:8])=[C:6]([O:9][CH2:10][C:11]#[C:12][CH2:13][CH3:14])[N:5]=[CH:4][N:3]=1.[NH:15]1[CH2:19][CH2:18][CH2:17][CH2:16]1>C1(C)C=CC=CC=1>[F:8][C:7]1[C:6]([O:9][CH2:10][C:11]#[C:12][CH2:13][CH3:14])=[N:5][CH:4]=[N:3][C:2]=1[N:15]1[CH2:19][CH2:18][CH2:17][CH2:16]1. Procedure: 0.1 g of 4,5-difluoro-6-(2-pentynyloxy)pyrimidine and 0.04 g of pyrrolidine were added to 0.2 ml of toluene, then the reaction mixture was stirred at room temperature for 3 hours. Then the reaction mixture was subjected to silica gel column chromatography to obtain 0.11 g of 5-fluoro-4-(2-pentynyloxy)-6-pyrrolidinopyrimidine (referred as the present compound (5) hereinafter). Starting materials: C, CC(C)(c1ccccc1)N1CCN(Cc2ccccc2)CC1, CCO, [H][H], [Pd]. Product: CC(C)(c1ccccc1)N1CCNCC1. Reaction SMILES: [C:28].[CH2:1]([c:2]1[cH:3][cH:4][cH:5][cH:6][cH:7]1)[N:8]1[CH2:9][CH2:10][N:11]([C:14]([CH3:15])([c:16]2[cH:17][cH:18][cH:19][cH:20][cH:21]2)[CH3:22])[CH2:12][CH2:13]1.[CH3:25][CH2:26][OH:27].[H:23][H:24].[Pd:29]>>[NH:8]1[CH2:9][CH2:10][N:11]([C:14]([CH3:15])([c:16]2[cH:17][cH:18][cH:19][cH:20][cH:21]2)[CH3:22])[CH2:12][CH2:13]1.